From a dataset of the Open Reaction Database (ORD), a public repository of structured organic reaction records. describe an organic reaction: reactants, conditions, products, and yield Reactants: 4-androstene-3, 19-diones, aldehyde, 1α-methyl-19-hydroxy-4-androsten-3-ones, ClC1=C(C(C(=C(C1=O)C#N)C#N)=O)Cl (dichlorodicyanobenzoquinone), OC[C@]12CCC(C=C1CC[C@H]1[C@@H]3CCC[C@@]3(C)CC[C@H]21)=O (19-hydroxy-4-androsten-3-one), O1CCOCC1 (dioxane), OC[C@]12CCCCC1CC[C@H]1[C@@H]3CC=C[C@@]3(C)CC[C@H]21 (19-hydroxy-androstene), 19-alcohol, aldehydes. Run in C(Cl)Cl (methylenechloride). Yields the product OC[C@]12C=CC(C=C1CC[C@H]1[C@@H]3CCC[C@@]3(C)CC[C@H]21)=O (19-hydroxy-1,4-androstadien-3-one). RXN SMILES: OC[C@@]12[C@@H]3[C@H]([C@H]4[C@@](CC3)(C)C=CC4)CCC1CCCC2.ClC1C(=O)C(C#N)=C(C#N)C(=O)C=1Cl.[OH:35][CH2:36][C@@:37]12[C@@H:54]3[C@H:45]([C@H:46]4[C@@:50]([CH2:52][CH2:53]3)([CH3:51])[CH2:49][CH2:48][CH2:47]4)[CH2:44][CH2:43][C:42]1=[CH:41][C:40](=[O:55])[CH2:39][CH2:38]2.O1CCOCC1>C(Cl)Cl>[OH:35][CH2:36][C@@:37]12[C@@H:54]3[C@H:45]([C@H:46]4[C@@:50]([CH2:52][CH2:53]3)([CH3:51])[CH2:49][CH2:48][CH2:47]4)[CH2:44][CH2:43][C:42]1=[CH:41][C:40](=[O:55])[CH:39]=[CH:38]2. Reported procedure: The 1,4 and 6-methylated derivatives for the 4-androstene-3, 19-diones of the present invention are best prepared by introducing the desired methyl group into the 19-hydroxy-androstene and oxidizing the 19-alcohol to the aldehyde. The 1α-methyl-19-hydroxy-4-androsten-3-ones which can be oxidized to the aldehydes are prepared in two steps. The reaction of dichlorodicyanobenzoquinone with a 19-hydroxy-4-androsten-3-one in refluxing dioxane or methylenechloride for 24-72 hours to produce the corres... Starting materials: CC(CC(C)O)O (2,4-pentanediol), N1=CC=CC=C1 (pyridine), O1CCCC1 (tetrahydrofuran), C(C1=CC=CC=C1)(=O)Cl (benzoyl chloride). The product is C(C1=CC=CC=C1)(=O)OC(C)CC(C)OC(C1=CC=CC=C1)=O (2,4-pentanediol dibenzoate). The yield is 95.0%. As a reaction SMILES: [CH3:1][CH:2]([OH:7])[CH2:3][CH:4]([OH:6])[CH3:5].N1C=C[CH:11]=[CH:10][CH:9]=1.[C:14](Cl)(=[O:21])[C:15]1[CH:20]=[CH:19][CH:18]=[CH:17][CH:16]=1.[O:23]1[CH2:27][CH2:26][CH2:25][CH2:24]1>>[C:14]([O:6][CH:4]([CH2:3][CH:2]([O:7][C:27](=[O:23])[C:26]1[CH:11]=[CH:10][CH:9]=[CH:24][CH:25]=1)[CH3:1])[CH3:5])(=[O:21])[C:15]1[CH:20]=[CH:19][CH:18]=[CH:17][CH:16]=1. Procedure: To 3.1 g (0.03 mol) 2,4-pentanediol were added 30 ml tetrahydrofuran and 7.1 g (0.09 mol) pyridine, then added 10.5 g (0.075 mol) benzoyl chloride with stirring. The reaction was heated refluxing for 4 hours, cooled and added 20 ml saturated saline. The reaction mixture was extracted with ethyl acetate, and the extract was dried over anhydrous sodium sulfate, filtered. After removing solvent, the crude was purified by column chromatography to give 8.9 g 2,4-pentanediol dibenzoate as a colorless ... Reactants: CCC(NC(=O)c1cncc2c1cnn2-c1ccc(F)cc1)C1CCN(C(=O)OCc2ccccc2)C(C(N)=O)C1, CO, [H][H]. Yields the product CCC(NC(=O)c1cncc2c1cnn2-c1ccc(F)cc1)C1CCNC(C(N)=O)C1. Reaction SMILES: [CH2:1]([O:2][C:3](=[O:4])[N:11]1[CH:12]([C:39]([NH2:40])=[O:41])[CH2:13][CH:14]([CH:17]([CH2:18][CH3:19])[NH:20][C:21](=[O:22])[c:23]2[c:24]3[c:25]([cH:26][n:27][cH:28]2)[n:29](-[c:32]2[cH:33][cH:34][c:35]([F:38])[cH:36][cH:37]2)[n:30][cH:31]3)[CH2:15][CH2:16]1)[c:5]1[cH:6][cH:7][cH:8][cH:9][cH:10]1.[CH3:44][OH:45].[H:42][H:43]>>[NH:11]1[CH:12]([C:39]([NH2:40])=[O:41])[CH2:13][CH:14]([CH:17]([CH2:18][CH3:19])[NH:20][C:21](=[O:22])[c:23]2[c:24]3[c:25]([cH:26][n:27][cH:28]2)[n:29](-[c:32]2[cH:33][cH:34][c:35]([F:38])[cH:36][cH:37]2)[n:30][cH:31]3)[CH2:15][CH2:16]1. Starting materials: C([C@@H]1[C@H]([C@@H]([C@H](C(O1)OP(=O)(O)O)O)O)O)O (Glc-1-P), C1=CN(C(=O)NC1=O)[C@H]2[C@@H]([C@@H]([C@H](O2)COP(=O)(O)OP(=O)(O)OP(=O)(O)O)O)O (UTP), PmHS2, C([C@@H]1[C@H]([C@@H]([C@H]([C@H](O1)OP(=O)(O)O)O)O)O)O (glucose-1-phosphate). Yields the product C1=CN(C(=O)NC1=O)[C@H]2[C@@H]([C@@H]([C@H](O2)COP(=O)(O)OP(=O)(O)O[C@@H]3[C@@H]([C@H]([C@@H]([C@H](O3)CO)O)O)O)O)O (UDP-Glc), [O-]P([O-])(=O)OP(=O)([O-])[O-] (pyrophosphate). Reaction SMILES: [CH2:1]([OH:16])[C@H:2]1[O:7][C@H:6]([O:8][P:9]([OH:12])([OH:11])=[O:10])[C@H:5]([OH:13])[C@@H:4]([OH:14])[C@@H:3]1[OH:15].C(O)[C@H]1OC(OP(O)(O)=O)[C@H](O)[C@@H](O)[C@@H]1O.[CH:33]1[C:39](=[O:40])[NH:38][C:36](=[O:37])[N:35]([C@@H:41]2[O:45][C@H:44]([CH2:46][O:47][P:48]([O:51][P:52]([O:55]P(O)(O)=O)([OH:54])=[O:53])([OH:50])=[O:49])[C@@H:43]([OH:60])[C@H:42]2[OH:61])[CH:34]=1>>[CH:33]1[C:39](=[O:40])[NH:38][C:36](=[O:37])[N:35]([C@@H:41]2[O:45][C@H:44]([CH2:46][O:47][P:48]([O:10][P:9]([O:8][C@H:6]3[O:7][C@H:2]([CH2:1][OH:16])[C@@H:3]([OH:15])[C@H:4]([OH:14])[C@H:5]3[OH:13])([OH:12])=[O:11])([OH:50])=[O:49])[C@@H:43]([OH:60])[C@H:42]2[OH:61])[CH:34]=1.[O-:49][P:48]([O:51][P:52]([O-:55])([O-:54])=[O:53])(=[O:47])[O-:50]. Procedure details: Acceptor specificity of the β1-4GlcA transferase activity of PmHS2 was also explored in one-pot three-enzyme system, as shown in FIG. 19. The first enzyme was a glucose-1-phosphate uridylyltransferase (GalU) which catalyzes the reversible conversion of Glc-1-P in the presence of UTP to produce UDP-Glc and inorganic pyrophosphate. The second enzyme was a UDP-glucose dehydrogenase (Ugd) for oxidation of 6-OH in glucose residue of UDP-Glc to form the UDP-glucuronic acid (UDP-GlcA) in the presence o... Reactants: FC(C(=O)NCCC1=C(C=CC(=C1)OC)I)(F)F (N-trifluoroacetyl-2-iodo-5-methoxyphenethylamine), C(=O)([O-])[O-].[K+].[K+] (K2CO3), [OH-].[K+] (KOH), BrCC=C(C)C (4-bromo-2-methyl-2-butene). The reagents and catalysts are [N+](CCCC)(CCCC)(CCCC)CCCC.[Br-] (n-Bu4NBr). Solvent: CCOCC (ether), C1(=CC=CC=C1)C (toluene). Run at time 3 hour. The product is CC(=CCN(C(C(F)(F)F)=O)CCC1=C(C=CC(=C1)OC)I)C (N-(3-methylbut-2-enyl),N-trifluoroacetyl-2-iodo-5-methoxyphenethylamine). Isolated yield 32.8%. Reaction SMILES: [F:1][C:2]([F:18])([F:17])[C:3]([NH:5][CH2:6][CH2:7][C:8]1[CH:13]=[C:12]([O:14][CH3:15])[CH:11]=[CH:10][C:9]=1[I:16])=[O:4].C([O-])([O-])=O.[K+].[K+].[OH-].[K+].Br[CH2:28][CH:29]=[C:30]([CH3:32])[CH3:31]>C1(C)C=CC=CC=1.[N+](CCCC)(CCCC)(CCCC)CCCC.[Br-].CCOCC>[CH3:31][C:30]([CH3:32])=[CH:29][CH2:28][N:5]([CH2:6][CH2:7][C:8]1[CH:13]=[C:12]([O:14][CH3:15])[CH:11]=[CH:10][C:9]=1[I:16])[C:3](=[O:4])[C:2]([F:1])([F:17])[F:18] |f:1.2.3,4.5,8.9|. Procedure details: A solution of N-trifluoroacetyl-2-iodo-5-methoxyphenethylamine (0.700 g, 1.88 mmol) in toluene (25 mL) was treated with K2CO3 (0.340 g, 2.4 mmol), KOH (0.210 g, 3.76 mmol), n-Bu4NBr (0.060 g, 0.19 mmol) and 4-bromo-2-methyl-2-butene (0.364 g, 2.44 mmol). The mixture was stirred at 80 C for 3 hours, cooled to 20 C, diluted with ether (100 mL), washed with 10% HCl (50 mL) and concentrated. Flash chromatography (10% EtOAc in hexane, silica) resulted in 0.272 g of a clear oil. 1H NMR (400 MHz, CDCl3... Reactants: COC=1C=C2CC(COC2=CC1)COS(=O)(=O)C1=CC=C(C=C1)C ([(6-Methoxy-3,4dihydro-2H-3-chromenyl)methyl]4methyl-1-benzenesulphonate), [C-]#N.[K+] (potassium cyanide). The solvent is CN(C=O)C (N,N-dimethylformamide). Product: COC=1C=C2CC(COC2=CC1)CC#N (2-(6-Methoxy-3,4-dihydro-2H-3-chromenyl)acetonitrile). As a reaction SMILES: [CH3:1][O:2][C:3]1[CH:4]=[C:5]2[C:10](=[CH:11][CH:12]=1)[O:9][CH2:8][CH:7]([CH2:13]OS(C1C=CC(C)=CC=1)(=O)=O)[CH2:6]2.[C-:25]#[N:26].[K+]>CN(C)C=O>[CH3:1][O:2][C:3]1[CH:4]=[C:5]2[C:10](=[CH:11][CH:12]=1)[O:9][CH2:8][CH:7]([CH2:13][C:25]#[N:26])[CH2:6]2 |f:1.2|. Procedure details: 1.6 g (4.56 mmol) of the tosylate obtained in Step B are dissolved in 25 ml of anhydrous N,N-dimethylformamide; 0.724 g (11.5 mmol) of potassium cyanide is then added to the solution. After 4 hours of reflux under argon, the solvent is evaporated in vacuo; the residue is then taken up in a saturated solution of sodium hydrogen carbonate. The aqueous phase is then extracted with dichloromethane. The organic phases, dried over magnesium sulphate and then filtered, are concentrated under reduced pr... Reactants: C(=C)C1=NC=CC=N1 (2-vinylpyrimidine), CC(=O)O (AcOH), C(C1=CC=CC=C1)N (benzylamine). The solvent is CCO (EtOH). Product: C(C1=CC=CC=C1)NCCC1=NC=CC=N1 (N-benzyl-2-(pyrimidin-2-yl)ethanamine). RXN SMILES: [CH:1]([C:3]1[N:8]=[CH:7][CH:6]=[CH:5][N:4]=1)=[CH2:2].CC(O)=O.[CH2:13]([NH2:20])[C:14]1[CH:19]=[CH:18][CH:17]=[CH:16][CH:15]=1>CCO>[CH2:13]([NH:20][CH2:2][CH2:1][C:3]1[N:8]=[CH:7][CH:6]=[CH:5][N:4]=1)[C:14]1[CH:19]=[CH:18][CH:17]=[CH:16][CH:15]=1. Reported procedure: To a solution of 2-vinylpyrimidine (1.55 g, 14.6 mmol) in EtOH (15 mL) at room temperature was added AcOH (2.0 mL) and benzylamine (3.14 g, 29.3 mmol) (3.2 mL). The reaction mixture was heated to reflux for 18 h, and concentrated. Diluted with EtOAc, washed with 5 M NaOH (1×), brine (1×), dried over MgSO4, filtered, and concentrated. Purification by flash column chromatography on silica gel (eluted with 2% to 10% MeOH in DCM) gave N-benzyl-2-(pyrimidin-2-yl)ethanamine. Starting materials: C1=CC=CC1 (cyclopentadiene), CCOC(=O)C (EtOAc), C(Cl)(Cl)Cl (CHCl3), C1(O)=CC=C(O)C=C1 (hydroquinone). The solvent is C1(=CC=CC=C1)C (toluene). Run at time 35 minute. The product is COC=1C(C2C3C=CC(C2C(C1)=O)C3)=O (1,4,4a, 8a-Tetrahydro-6-methoxy-1,4-methanonaphthalene-5,8-dione). Reaction SMILES: C[CH2:2][O:3]C(C)=O.C(Cl)(Cl)Cl.[C:11]1([CH:18]=[CH:17][C:15]([OH:16])=[CH:14][CH:13]=1)[OH:12].[CH:19]1[CH2:23][CH:22]=[CH:21][CH:20]=1>C1(C)C=CC=CC=1>[CH3:2][O:3][C:17]1[C:15](=[O:16])[CH:14]2[CH:13]([C:11](=[O:12])[CH:18]=1)[CH:23]1[CH2:19][CH:20]2[CH:21]=[CH:22]1. Reported procedure: The procedure employed was a modification of that used by Okamato et al. (Chem. Pharm. Bull 32:4593-4599 (1984)). To a vigorously stirred solution of NaIO4 (15.4 g, 72.2 mmol, Baker) in water (500 mL), there was added solid 2-methoxyhydroquinone (37, 3.20 g, 22.8 mmol) in portions. The reaction immediately became dark orange. The reaction was allowed to stir for 1 h at rt and was extracted with CH2Cl2 (3×100 mL). The extract was washed with half saturated brine (1×100 mL), filtered through cotto... Reactants: O=C1CCC(=O)N1Br, Cc1ccc(C(C)(C)C)cc1, O=C(OOC(=O)c1ccccc1)c1ccccc1, ClC(Cl)(Cl)Cl. The product is CC(C)(C)c1ccc(CBr)cc1. RXN SMILES: [Br:12][N:13]1[C:14](=[O:15])[CH2:16][CH2:17][C:18]1=[O:19].[C:1]([CH3:2])([CH3:3])([CH3:4])[c:5]1[cH:6][cH:7][c:8]([CH3:11])[cH:9][cH:10]1.[C:20]([O:21][O:22][C:23](=[O:24])[c:25]1[cH:26][cH:27][cH:28][cH:29][cH:30]1)(=[O:31])[c:32]1[cH:33][cH:34][cH:35][cH:36][cH:37]1.[C:38]([Cl:39])([Cl:40])([Cl:41])[Cl:42]>>[C:1]([CH3:2])([CH3:3])([CH3:4])[c:5]1[cH:6][cH:7][c:8]([CH2:11][Br:12])[cH:9][cH:10]1. The reactants are O=[N+]([O-])c1ccc(CCBr)cc1, CCN, CCO. The product is Br, CCNCCc1ccc([N+](=O)[O-])cc1. As a reaction SMILES: [Br:1][CH2:2][CH2:3][c:4]1[cH:5][cH:6][c:7]([N+:10](=[O:11])[O-:12])[cH:8][cH:9]1.[CH3:13][CH2:14][NH2:15].[CH3:16][CH2:17][OH:18]>>[BrH:1].[CH2:2]([CH2:3][c:4]1[cH:5][cH:6][c:7]([N+:10](=[O:11])[O-:12])[cH:8][cH:9]1)[NH:15][CH2:14][CH3:13].